From a dataset of the Open Reaction Database (ORD), a public repository of structured organic reaction records. describe an organic reaction: reactants, conditions, products, and yield The reactants are N#CC1CC(F)CN1C(=O)CNC12CCC(C(=O)O)(CC1)CC2, Nc1ccc(S(=O)(=O)C(F)(F)F)cc1. The product is N#CC1CC(F)CN1C(=O)CNC12CCC(C(=O)Nc3ccc(S(=O)(=O)C(F)(F)F)cc3)(CC1)CC2. As a reaction SMILES: [C:1](=[O:2])([OH:3])[C:4]12[CH2:5][CH2:6][C:7]([NH:12][CH2:13][C:14](=[O:15])[N:16]3[CH:17]([C:22]#[N:23])[CH2:18][CH:19]([F:21])[CH2:20]3)([CH2:8][CH2:9]1)[CH2:10][CH2:11]2.[F:24][C:25]([S:26](=[O:27])(=[O:28])[c:29]1[cH:30][cH:31][c:32]([NH2:33])[cH:34][cH:35]1)([F:36])[F:37]>>[C:1](=[O:2])([C:4]12[CH2:5][CH2:6][C:7]([NH:12][CH2:13][C:14](=[O:15])[N:16]3[CH:17]([C:22]#[N:23])[CH2:18][CH:19]([F:21])[CH2:20]3)([CH2:8][CH2:9]1)[CH2:10][CH2:11]2)[NH:33][c:32]1[cH:31][cH:30][c:29]([S:26]([C:25]([F:24])([F:36])[F:37])(=[O:27])=[O:28])[cH:35][cH:34]1. Reactants: Cc1cc(O[Si](C)(C)C(C)(C)C)cc(C)c1OCC1CCCN(C)C1, CC(=O)O, CCCC[N+](CCCC)(CCCC)CCCC, [F-], C1CCOC1. Yields the product Cc1cc(O)cc(C)c1OCC1CCCN(C)C1. Reaction SMILES: [C:1]([Si:2]([CH3:3])([CH3:4])[O:6][c:7]1[cH:8][c:9]([CH3:23])[c:10]([O:11][CH2:12][CH:13]2[CH2:14][N:15]([CH3:19])[CH2:16][CH2:17][CH2:18]2)[c:20]([CH3:22])[cH:21]1)([CH3:5])([CH3:24])[CH3:25].[CH3:26][C:27](=[O:28])[OH:29].[CH3:31][CH2:32][CH2:33][CH2:34][N+:35]([CH2:36][CH2:37][CH2:38][CH3:39])([CH2:40][CH2:41][CH2:42][CH3:43])[CH2:44][CH2:45][CH2:46][CH3:47].[F-:30].[O:48]1[CH2:49][CH2:50][CH2:51][CH2:52]1>>[OH:6][c:7]1[cH:8][c:9]([CH3:23])[c:10]([O:11][CH2:12][CH:13]2[CH2:14][N:15]([CH3:19])[CH2:16][CH2:17][CH2:18]2)[c:20]([CH3:22])[cH:21]1. The reactants are CC(C)(C)C(=O)Cl, Cc1ccccc1, Cl, Nc1cccc(O)c1, [Na+], [OH-]. Product: CC(C)(C)C(=O)Nc1cccc(O)c1. Reaction SMILES: [C:9]([C:10]([CH3:11])([CH3:12])[CH3:13])(=[O:14])[Cl:15].[CH3:19][c:20]1[cH:21][cH:22][cH:23][cH:24][cH:25]1.[ClH:16].[NH2:1][c:2]1[cH:3][c:4]([OH:8])[cH:5][cH:6][cH:7]1.[Na+:18].[OH-:17]>>[NH:1]([c:2]1[cH:3][c:4]([OH:8])[cH:5][cH:6][cH:7]1)[C:9]([C:10]([CH3:11])([CH3:12])[CH3:13])=[O:14]. The reactants are FC=1C=C(C[C@@H]([C@H](O)[C@@H]2N(C[C@@H](C2)OCC=C)C(=O)OC(C)(C)C)C(=O)N2C(OC[C@@H]2CC2=CC=CC=C2)=O)C=C(C1)F ((2R,4R)-tert-butyl 2-((1S,2S)-2-(3,5-difluorobenzyl)-3-((S)-4-benzyl-2-oxooxazolidin-3-yl)-1-hydroxy-3-oxopropyl)-4-(allyloxy)pyrrolidine-1-carboxylate), C(=O)(C(F)(F)F)O (TFA), FC=1C=C(C[C@H](C(=O)O)[C@H](O)[C@@H]2N(C[C@@H](C2)OCC=C)C(=O)OC(C)(C)C)C=C(C1)F ((2S,3S)-2-(3,5-difluorobenzyl)-3-((2R,4R)-4-(allyloxy)-1-(tert-butoxycarbonyl)pyrrolidin-2-yl)-3-hydroxypropanoic acid), FC=1C=C(C[C@@H]2NC(O[C@@H]2[C@@H]2NCCCC2)=O)C=C(C1)F ((4S,5R)-4-(3,5-difluorobenzyl)-5-((R)-piperidin-2-yl)oxazolidin-2-one). Solvent: C(Cl)Cl (CH2Cl2). Yields the product N[C@H]([C@H](O)[C@@H]1N(CCCC1)C(C1=CC=CC=C1)C1=CC=CC=C1)CC1=CC(=CC(=C1)F)F ((1S,2S)-2-amino-1-((R)-1-benzhydrylpiperidin-2-yl)-3-(3,5-difluorophenyl)propan-1-ol). Reaction SMILES: F[C:2]1[CH:3]=[C:4]([CH:28]=[C:29](F)[CH:30]=1)[CH2:5][C@@H:6]([C@@H:10]([C@H:12]1[CH2:16][C@@H:15](OCC=C)[CH2:14]N1C(OC(C)(C)C)=O)O)C(O)=O.[F:32][C:33]1[CH:34]=[C:35]([CH:49]=[C:50]([F:52])[CH:51]=1)[CH2:36][C@H:37]1[C@@H:41]([C@H:42]2[CH2:47][CH2:46][CH2:45][CH2:44][NH:43]2)[O:40]C(=O)[NH:38]1.FC1C=C(C=C(F)C=1)C[C@H](C(N1[C@@H](CC2C=CC=CC=2)COC1=O)=O)[C@@H]([C@H]1C[C@@H](OCC=C)CN1C(OC(C)(C)C)=O)O.C(O)(C(F)(F)F)=O>C(Cl)Cl>[NH2:38][C@@H:37]([CH2:36][C:35]1[CH:34]=[C:33]([F:32])[CH:51]=[C:50]([F:52])[CH:49]=1)[C@@H:41]([C@H:42]1[CH2:47][CH2:46][CH2:45][CH2:44][N:43]1[CH:5]([C:4]1[CH:3]=[CH:2][CH:30]=[CH:29][CH:28]=1)[C:6]1[CH:10]=[CH:12][CH:16]=[CH:15][CH:14]=1)[OH:40]. Reaction conditions: time 1 hour. Procedure details: Step I (6): Preparation of (4S,5R)-4-(3,5-difluorobenzyl)-5-((R)-piperidin-2-yl)oxazolidin-2-one. A solution of (R)-tert-butyl 2-((4S,5S)-4-(3,5-difluorobenzyl)-2-oxooxazolidin-5-yl)piperidine-1-carboxylate (Step I (5), 200 mg) in CH2Cl2 (4 mL) was treated with TFA (2 mL). This reaction mixture was stirred at rt for 1 h. The mixture was then concentrated in vacuo with addition of toluene. 1N HCl solution (50 mL) was added and the mixture was extracted with diethyl ether, neutralized with 50% aqu... Starting materials: P(=O)(O)([O-])[O-].[K+].[K+] (potassium monohydrogen phosphate), S(=O)(=O)([O-])OOS(=O)(=O)[O-].[K+].[K+] (potassium persulfate), P(=O)(O)([O-])[O-].[K+].[K+] (potassium monohydrogen phosphate), C1(=CC=CC=C1)[C@@H]1[C@@H](C(N1CC1=C(C=C(C=C1)OC)OC)=O)N=[N+]=[N-] ((±)-(cis)-4-Phenyl-1-(2,4-dimethoxybenzyl)-2-oxo-3-azidoazetidine). The solvent is C(C)#N (acetonitrile), O (water). The product is C1(=CC=CC=C1)[C@@H]1[C@@H](C(N1)=O)N=[N+]=[N-] ((±)-(cis)-4-Phenyl-2-oxo-3-azidoazetidine). The yield is 65.1%. Reaction SMILES: [C:1]1([C@H:7]2[N:10](CC3C=CC(OC)=CC=3OC)[C:9](=[O:22])[C@H:8]2[N:23]=[N+:24]=[N-:25])[CH:6]=[CH:5][CH:4]=[CH:3][CH:2]=1.S(OOS([O-])(=O)=O)([O-])(=O)=O.[K+].[K+].P([O-])([O-])(O)=O.[K+].[K+]>C(#N)C.O>[C:1]1([C@H:7]2[NH:10][C:9](=[O:22])[C@H:8]2[N:23]=[N+:24]=[N-:25])[CH:2]=[CH:3][CH:4]=[CH:5][CH:6]=1 |f:1.2.3,4.5.6|. Reported procedure: (±)-(cis)-4-Phenyl-1-(2,4-dimethoxybenzyl)-2-oxo-3-azidoazetidine (737 mg) is dissolved in 25 ml of acetonitrile and heated to 80°-83° C. under nitrogen. To the resulting solution are added over a 1 hour period 943 mg of potassium persulfate and 570 mg of potassium monohydrogen phosphate, both dissolved in 25 ml of water. After the addition, the mixture is further heated at 80°-83° C. for 7 hours. The mixture is cooled and the pH is adjusted to 6-7 by adding solid potassium monohydrogen phosphat... Starting materials: N1C=NC2=C1C=CC(=C2)N (1H-Benzoimidazol-5-ylamine), N1=C2C(=NO1)C=C(C=C2)C=O (Benzo[1,2,5]oxadiazole-5-carbaldehyde), C(C)OC(C(CC(CCC)=O)=O)=O (2,4-Dioxo-heptanoic acid ethyl ester). Solvent: C(C)O (ethanol). Conditions: temperature 50 celsius, time 24 hour. The product is N1C=NC2=C1C=CC(=C2)N2C(C(=C(C2C2=CC=1C(=NON1)C=C2)C(CCC)=O)O)=O (1-(1H-Benzoimidazol-5-yl)-5-benzo[c][1,2,5]oxadiazol-5-yl-4-butyryl-3-hydroxy-1,5-dihydro-pyrrol-2-one). Reaction SMILES: [NH:1]1[C:5]2[CH:6]=[CH:7][C:8]([NH2:10])=[CH:9][C:4]=2[N:3]=[CH:2]1.[N:11]1[O:15][N:14]=[C:13]2[CH:16]=[C:17]([CH:20]=O)[CH:18]=[CH:19][C:12]=12.C([O:24][C:25](=O)[C:26](=[O:33])[CH2:27][C:28](=[O:32])[CH2:29][CH2:30][CH3:31])C>C(O)C>[NH:1]1[C:5]2[CH:6]=[CH:7][C:8]([N:10]3[CH:20]([C:17]4[CH:18]=[CH:19][C:12]5=[N:11][O:15][N:14]=[C:13]5[CH:16]=4)[C:27]([C:28](=[O:32])[CH2:29][CH2:30][CH3:31])=[C:26]([OH:33])[C:25]3=[O:24])=[CH:9][C:4]=2[N:3]=[CH:2]1. Procedure details: 1H-Benzoimidazol-5-ylamine (1 mmol) and Benzo[1,2,5]oxadiazole-5-carbaldehyde (1 mmol) were added to ethanol (5 ml). After 30 min 2,4-Dioxo-heptanoic acid ethyl ester (1 mmol) was added. The reaction was heated to 50° C. and stirred for 24 h. After evaporation of the solvent the residue was purified with chromatographic methods. Reactants: C(C)(C)(C)C=1N=C(C2=C(N1)N(N=N2)CC)N2CC(CC2)(F)F (5-tert-Butyl-7-(3,3-difluoro-pyrrolidin-1-yl)-3-ethyl-3H-[1,2,3]triazolo[4,5-d]pyrimidine), C(C)(C)(C)C=1N=C(C2=C(N1)NN=N2)N2CC(CC2)(F)F (5-tert-butyl-7-(3,3-difluoropyrrolidin-1-yl)-3H-[1,2,3]triazolo[4,5-d]pyrimidine), BrCC1=C(C=CC(=C1Cl)F)Cl (2-(bromomethyl)-1,3-dichloro-4-fluorobenzene). Yields the product C(C)(C)(C)C=1N=C(C2=C(N1)N(N=N2)CC2=C(C(=CC=C2Cl)F)Cl)N2CC(CC2)(F)F (5-tert-Butyl-3-(2,6-dichloro-3-fluoro-benzyl)-7-(3,3-difluoro-pyrrolidin-1-yl)-3H-[1,2,3]triazolo[4,5-d]pyrimidine). Reaction SMILES: [C:1]([C:5]1[N:6]=[C:7]([N:16]2[CH2:20][CH2:19][C:18]([F:22])([F:21])[CH2:17]2)[C:8]2[N:13]=[N:12][N:11]([CH2:14][CH3:15])[C:9]=2[N:10]=1)([CH3:4])([CH3:3])[CH3:2].C(C1N=C(N2CCC(F)(F)C2)C2N=NNC=2N=1)(C)(C)C.BrCC1[C:50]([Cl:51])=[C:49]([F:52])[CH:48]=[CH:47][C:46]=1[Cl:53]>>[C:1]([C:5]1[N:6]=[C:7]([N:16]2[CH2:20][CH2:19][C:18]([F:21])([F:22])[CH2:17]2)[C:8]2[N:13]=[N:12][N:11]([CH2:14][C:15]3[C:46]([Cl:53])=[CH:47][CH:48]=[C:49]([F:52])[C:50]=3[Cl:51])[C:9]=2[N:10]=1)([CH3:2])([CH3:3])[CH3:4]. Reported procedure: In analogy to the procedure described for the synthesis of 5-tert-butyl-7-(3,3-difluoropyrrolidin-1-yl)-3-ethyl-3H-[1,2,3]triazolo[4,5-d]pyrimidine (example 61), the title compound was prepared from 5-tert-butyl-7-(3,3-difluoropyrrolidin-1-yl)-3H-[1,2,3]triazolo[4,5-d]pyrimidine and 2-(bromomethyl)-1,3-dichloro-4-fluorobenzene and isolated as white solid. MS(m/e): 459.2 (MH+). Reactants: CC(CCO)(C)O (3-methylbutane-1,3-diol), C1(=CC=C(C=C1)S(=O)(=O)Cl)C (p-toluene-sulfonylchloride). Run in ClCCl (dichloromethane), N1=CC=CC=C1 (pyridine), ClCCl (dichloromethane). Run at time 12 hour. Yields the product CC1=CC=C(C=C1)S(=O)(=O)OCCC(C)(C)O (3-Hydroxy-3-methylbutyl 4-methylbenzenesulfonate). Reaction SMILES: [CH3:1][C:2]([OH:7])([CH3:6])[CH2:3][CH2:4][OH:5].[C:8]1([CH3:18])[CH:13]=[CH:12][C:11]([S:14](Cl)(=[O:16])=[O:15])=[CH:10][CH:9]=1>ClCCl.N1C=CC=CC=1>[CH3:18][C:8]1[CH:13]=[CH:12][C:11]([S:14]([O:5][CH2:4][CH2:3][C:2]([OH:7])([CH3:6])[CH3:1])(=[O:16])=[O:15])=[CH:10][CH:9]=1. Reported procedure: To a solution of 3-methylbutane-1,3-diol (2.5 mL) in dichloromethane (30 mL) and pyridine (2.1 mL) is added at 0° C. p-toluene-sulfonylchloride (4.6 g) in portions. The mixture is stirred for 12 hours at room temperature, diluted with dichloromethane and washed with 1 M aqueous HCl solution and brine. After drying (MgSO4) the solvent is evaporated and the product is purified by chromatography on silica gel (cyclohexane/ethyl acetate 90:10→70:30) to give the title compound. Yield: 3.2 g; Mass spe... The reactants are COC(=O)c1ccc(NC(=O)c2ccc3c(c2)C(c2ccccc2)=CC3(C)C)cc1, CO, Cl, [Na+], C1CCOC1, [OH-]. Product: CC1(C)C=C(c2ccccc2)c2cc(C(=O)Nc3ccc(C(=O)O)cc3)ccc21. As a reaction SMILES: [CH3:1][C:2]1([CH3:30])[CH:3]=[C:4]([c:24]2[cH:25][cH:26][cH:27][cH:28][cH:29]2)[c:5]2[cH:6][c:7]([C:11](=[O:12])[NH:13][c:14]3[cH:15][cH:16][c:17]([C:18](=[O:19])[O:20][CH3:21])[cH:22][cH:23]3)[cH:8][cH:9][c:10]21.[CH3:34][OH:35].[ClH:33].[Na+:32].[O:36]1[CH2:37][CH2:38][CH2:39][CH2:40]1.[OH-:31]>>[CH3:1][C:2]1([CH3:30])[CH:3]=[C:4]([c:24]2[cH:25][cH:26][cH:27][cH:28][cH:29]2)[c:5]2[cH:6][c:7]([C:11](=[O:12])[NH:13][c:14]3[cH:15][cH:16][c:17]([C:18](=[O:19])[OH:20])[cH:22][cH:23]3)[cH:8][cH:9][c:10]21. The reactants are [Na] (sodium), CI (methyl iodide), yellow solid, NC1=C(C=CC=C1C(C1=CC=CC=C1)=O)CC(=O)O (2-amino-3-benzoylphenylacetic acid), CN(C=O)C (dimethylformamide). Solvent: O (water). Run at time 2 hour. Yields the product NC1=C(C=CC=C1C(C1=CC=CC=C1)=O)CC(=O)OC (Methyl 2-amino-3-benzoylphenylacetate). RXN SMILES: [Na].[NH2:2][C:3]1[C:8]([C:9](=[O:16])[C:10]2[CH:15]=[CH:14][CH:13]=[CH:12][CH:11]=2)=[CH:7][CH:6]=[CH:5][C:4]=1[CH2:17][C:18]([OH:20])=[O:19].[CH3:21]N(C)C=O.CI>O>[NH2:2][C:3]1[C:8]([C:9](=[O:16])[C:10]2[CH:15]=[CH:14][CH:13]=[CH:12][CH:11]=2)=[CH:7][CH:6]=[CH:5][C:4]=1[CH2:17][C:18]([O:20][CH3:21])=[O:19] |^1:0|. Reported procedure: A solution of 4.0 g. (0.014 mole) of the sodium salt of 2-amino-3-benzoylphenylacetic acid in 100 ml. of dry dimethylformamide was treated with 8.0 g. (0.057 mole) of methyl iodide. After stirring for two hours the solution was poured into water and the aqueous solution extracted several times with ethyl ether. The combined extracts were washed with water, dried over sodium sulfate and concentrated under vacuum to a yellow oil. The oil was crystallized from a chilled methanol-water solution to g...